Dataset: the Open Reaction Database (ORD), a public repository of structured organic reaction records. Task: describe an organic reaction: reactants, conditions, products, and yield The reactants are O=C([O-])[O-], CN(C)C=O, O=Cc1ccc(F)cc1, [K+], [K+], O, Oc1ccc(Oc2ccccc2)cc1. The product is O=Cc1ccc(Oc2ccc(Oc3ccccc3)cc2)cc1. As a reaction SMILES: [C:24](=[O:25])([O-:26])[O-:27].[CH3:31][N:32]([CH3:33])[CH:34]=[O:35].[F:15][c:16]1[cH:17][cH:18][c:19]([CH:20]=[O:21])[cH:22][cH:23]1.[K+:28].[K+:29].[OH2:30].[OH:1][c:2]1[cH:3][cH:4][c:5]([O:6][c:7]2[cH:8][cH:9][cH:10][cH:11][cH:12]2)[cH:13][cH:14]1>>[O:1]([c:2]1[cH:3][cH:4][c:5]([O:6][c:7]2[cH:8][cH:9][cH:10][cH:11][cH:12]2)[cH:13][cH:14]1)[c:16]1[cH:17][cH:18][c:19]([CH:20]=[O:21])[cH:22][cH:23]1. Reactants: C1CCOC1, CCOCC, O=C=Nc1cccc(Cl)c1, COC(=O)Nc1nc2cc(Oc3ccc(N)cc3)ccc2[nH]1. The product is COC(=O)Nc1nc2cc(Oc3ccc(NC(=O)Nc4cccc(Cl)c4)cc3)ccc2[nH]1. Reaction SMILES: [CH2:38]1[O:39][CH2:40][CH2:41][CH2:42]1.[CH3:33][CH2:34][O:35][CH2:36][CH3:37].[Cl:23][c:24]1[cH:25][c:26]([N:30]=[C:31]=[O:32])[cH:27][cH:28][cH:29]1.[NH2:1][c:2]1[cH:3][cH:4][c:5]([O:6][c:7]2[cH:8][c:9]3[c:10]([nH:11][c:12]([NH:14][C:15]([O:16][CH3:17])=[O:18])[n:13]3)[cH:19][cH:20]2)[cH:21][cH:22]1>>[NH:1]([c:2]1[cH:3][cH:4][c:5]([O:6][c:7]2[cH:8][c:9]3[c:10]([nH:11][c:12]([NH:14][C:15]([O:16][CH3:17])=[O:18])[n:13]3)[cH:19][cH:20]2)[cH:21][cH:22]1)[C:31]([NH:30][c:26]1[cH:25][c:24]([Cl:23])[cH:29][cH:28][cH:27]1)=[O:32]. The reactants are O=C([O-])[O-], C1CCNCC1, CN(C)C=O, COc1cc2c(Oc3cc4ccccc4nc3C)ccnc2cc1OCCCCl, [K+], [K+], O. Yields the product COc1cc2c(Oc3cc4ccccc4nc3C)ccnc2cc1OCCCN1CCCCC1. As a reaction SMILES: [C:35](=[O:36])([O-:37])[O-:38].[CH2:41]1[CH2:42][CH2:43][NH:44][CH2:45][CH2:46]1.[CH3:1][N:2]([CH3:3])[CH:4]=[O:5].[Cl:6][CH2:7][CH2:8][CH2:9][O:10][c:11]1[c:12]([O:33][CH3:34])[cH:13][c:14]2[c:15]([O:21][c:22]3[c:23]([CH3:32])[n:24][c:25]4[cH:26][cH:27][cH:28][cH:29][c:30]4[cH:31]3)[cH:16][cH:17][n:18][c:19]2[cH:20]1.[K+:39].[K+:40].[OH2:47]>>[CH2:7]([CH2:8][CH2:9][O:10][c:11]1[c:12]([O:33][CH3:34])[cH:13][c:14]2[c:15]([O:21][c:22]3[c:23]([CH3:32])[n:24][c:25]4[cH:26][cH:27][cH:28][cH:29][c:30]4[cH:31]3)[cH:16][cH:17][n:18][c:19]2[cH:20]1)[N:44]1[CH2:43][CH2:42][CH2:41][CH2:46][CH2:45]1. The reactants are CC(C)(C)N(C(=O)[O-])C1CCN(CCN2C(=O)COc3ccc(Cl)cc32)CC1, N#Cc1ccc2ccc(=O)n(CCN3CCC(N)CC3)c2c1. Product: NC1CCN(CCN2C(=O)COc3ccc(Cl)cc32)CC1. RXN SMILES: [C:1]([N:5]([C:2](=[O:3])[O-:4])[CH:9]1[CH2:10][CH2:11][N:12]([CH2:15][CH2:16][N:17]2[C:18](=[O:28])[CH2:19][O:20][c:21]3[c:22]2[cH:23][c:24]([Cl:27])[cH:25][cH:26]3)[CH2:13][CH2:14]1)([CH3:6])([CH3:7])[CH3:8].[NH2:29][CH:30]1[CH2:31][CH2:32][N:33]([CH2:34][CH2:35][n:36]2[c:37]3[c:38]([cH:39][cH:40][c:41]([C:42]#[N:43])[cH:44]3)[cH:45][cH:46][c:47]2=[O:48])[CH2:49][CH2:50]1>>[NH2:5][CH:9]1[CH2:10][CH2:11][N:12]([CH2:15][CH2:16][N:17]2[C:18](=[O:28])[CH2:19][O:20][c:21]3[c:22]2[cH:23][c:24]([Cl:27])[cH:25][cH:26]3)[CH2:13][CH2:14]1. The reactants are C1(=CC=CC=C1)P(C1=CC=CC=C1)C1=CC=CC=C1 (triphenylphosphine), C(C)(C)O (isopropyl alcohol), CCOC(=O)/N=N/C(=O)OCC (diethylazo dicarboxylate), ClC1=CC=C(C(=O)N2CC(N(C3=C(C2)C=CC(=C3)O)CC3=CC=C(C=C3)C(=O)N3CC=CC3)=O)C=C1 (4-(4-chlorobenzoyl)-1-[4-(2,5-dihydro-1H-pyrrol-1-ylcarbonyl)benzyl]-8-hydroxy-1,3,4,5-tetrahydrobenzo[e][1,4]-diazepin-2-on). Run in C1CCOC1 (THF), C(C)(=O)OCC (ethyl acetate). Conditions: time 8 hour. Yields the product ClC1=CC=C(C(=O)N2CC(N(C3=C(C2)C=CC(=C3)OC(C)C)CC3=CC=C(C=C3)C(=O)N3CC=CC3)=O)C=C1 (4-(4-chlorobenzoyl)-1-[4-(2,5-dihydro-1H-pyrrol-1-ylcarbonyl)benzyl]-8-isopropoxy-1,3,4,5-tetrahydrobenzo[e][1,4]-diazepin-2-on). RXN SMILES: [Cl:1][C:2]1[CH:36]=[CH:35][C:5]([C:6]([N:8]2[CH2:14][C:13]3[CH:15]=[CH:16][C:17]([OH:19])=[CH:18][C:12]=3[N:11]([CH2:20][C:21]3[CH:26]=[CH:25][C:24]([C:27]([N:29]4[CH2:33][CH:32]=[CH:31][CH2:30]4)=[O:28])=[CH:23][CH:22]=3)[C:10](=[O:34])[CH2:9]2)=[O:7])=[CH:4][CH:3]=1.[C:37]1(P(C2C=CC=CC=2)C2C=CC=CC=2)[CH:42]=CC=C[CH:38]=1.C(O)(C)C.CCOC(/N=N/C(OCC)=O)=O>C1COCC1.C(OCC)(=O)C>[Cl:1][C:2]1[CH:3]=[CH:4][C:5]([C:6]([N:8]2[CH2:14][C:13]3[CH:15]=[CH:16][C:17]([O:19][CH:37]([CH3:42])[CH3:38])=[CH:18][C:12]=3[N:11]([CH2:20][C:21]3[CH:26]=[CH:25][C:24]([C:27]([N:29]4[CH2:30][CH:31]=[CH:32][CH2:33]4)=[O:28])=[CH:23][CH:22]=3)[C:10](=[O:34])[CH2:9]2)=[O:7])=[CH:35][CH:36]=1. Reported procedure: 22 mg (0.044 mmol) of 4-(4-chlorobenzoyl)-1-[4-(2,5-dihydro-1H-pyrrol-1-ylcarbonyl)benzyl]-8-hydroxy-1,3,4,5-tetrahydrobenzo[e][1,4]-diazepin-2-on was dissolved in 5 ml of THF. 15 mg (0.05 mmol) of triphenylphosphine, 0.004 ml (0.05 mmol) of isopropyl alcohol and 25 mg (0.05 mmol) of diethylazo dicarboxylate were added to the obtained solution, and they were stirred at room temperature overnight. After the treatment with ethyl acetate as the extracting solvent, the obtained crude product was tre... The reactants are COC(=O)c1cc(C#N)c(OC)cc1OC, CC#N, Cl, [Na+], [OH-], O. Product: COc1cc(OC)c(C(=O)O)cc1C#N. As a reaction SMILES: [C:1](#[N:2])[c:3]1[c:4]([O:15][CH3:16])[cH:5][c:6]([O:13][CH3:14])[c:7]([C:8](=[O:9])[O:10][CH3:11])[cH:12]1.[CH3:20][C:21]#[N:22].[ClH:19].[Na+:18].[OH-:17].[OH2:23]>>[C:1](#[N:2])[c:3]1[c:4]([O:15][CH3:16])[cH:5][c:6]([O:13][CH3:14])[c:7]([C:8](=[O:9])[OH:10])[cH:12]1. Starting materials: FC=1C=C(C#N)C=CC1 (3-fluorobenzonitrile), CN1CCNCC1 (1-methylpiperazine). RXN SMILES: F[C:2]1[CH:3]=[C:4]([CH:7]=[CH:8][CH:9]=1)[C:5]#[N:6].[CH3:10][N:11]1[CH2:16][CH2:15][NH:14][CH2:13][CH2:12]1>>[CH3:10][N:11]1[CH2:16][CH2:15][N:14]([C:2]2[CH:3]=[C:4]([CH:7]=[CH:8][CH:9]=2)[C:5]#[N:6])[CH2:13][CH2:12]1. Yields the product CN1CCN(CC1)C=1C=C(C#N)C=CC1 (3-(4-Methyl-1-piperazinyl)benzonitrile). Reported procedure: According to a similar manner to that in Reference Example 17, the title compound was synthesized from 3-fluorobenzonitrile and 1-methylpiperazine.